From a dataset of the Open Reaction Database (ORD), a public repository of structured organic reaction records. describe an organic reaction: reactants, conditions, products, and yield Starting materials: C(C1=CC=CC=C1)[C@H]1N(CC[C@@H](C1)N(C(C(F)(F)F)=O)CC1=CC=NC2=CC=CC=C12)C(C1=CC(=CC=C1)Cl)=O ((2R*,4S*)-2-benzyl-1-(3-chlorobenzoyl)-N-(4-quinolylmethyl)-N-trifluoroacetyl-4-piperidinamine), [BH4-].[Na+] (sodium borohydride). Product: C(C1=CC=CC=C1)[C@H]1N(CC[C@@H](C1)NCC1=CC=NC2=CC=CC=C12)C(C1=CC(=CC=C1)Cl)=O ((2R*,4S*)-2-benzyl-1-(3-chlorobenzoyl)-N-(4-quinolylmethyl)-4-piperidinamine). As a reaction SMILES: [CH2:1]([C@@H:8]1[CH2:13][C@@H:12]([N:14]([CH2:21][C:22]2[C:31]3[C:26](=[CH:27][CH:28]=[CH:29][CH:30]=3)[N:25]=[CH:24][CH:23]=2)C(=O)C(F)(F)F)[CH2:11][CH2:10][N:9]1[C:32](=[O:40])[C:33]1[CH:38]=[CH:37][CH:36]=[C:35]([Cl:39])[CH:34]=1)[C:2]1[CH:7]=[CH:6][CH:5]=[CH:4][CH:3]=1.[BH4-].[Na+]>>[CH2:1]([C@@H:8]1[CH2:13][C@@H:12]([NH:14][CH2:21][C:22]2[C:31]3[C:26](=[CH:27][CH:28]=[CH:29][CH:30]=3)[N:25]=[CH:24][CH:23]=2)[CH2:11][CH2:10][N:9]1[C:32](=[O:40])[C:33]1[CH:38]=[CH:37][CH:36]=[C:35]([Cl:39])[CH:34]=1)[C:2]1[CH:7]=[CH:6][CH:5]=[CH:4][CH:3]=1 |f:1.2|. Procedure: 254 mg (0.449 mmol) of (2R*,4S*)-2-benzyl-1-(3-chlorobenzoyl)-N-(4-quinolylmethyl)-N-trifluoroacetyl-4-piperidinamine are reacted with 68 mg (1.80 mmol) of sodium borohydride in analogy to Example 2. The title compound ##STR62## is obtained as white foam. TLC: methylene chloride/methanol/conc. ammonia (700:50:1) Rf =0.29, FD-MS: M+ =470. Reactants: C=C(C)C(=O)NC(=O)OCC, Cc1ccccc1, NCc1ccccc1. Product: C=C(C)C(=O)NC(=O)NCc1ccccc1. RXN SMILES: [C:1]([C:2](=[CH2:3])[CH3:4])(=[O:5])[NH:6][C:7]([O:8][CH2:9][CH3:10])=[O:11].[CH3:20][c:21]1[cH:22][cH:23][cH:24][cH:25][cH:26]1.[NH2:12][CH2:13][c:14]1[cH:15][cH:16][cH:17][cH:18][cH:19]1>>[C:1]([C:2](=[CH2:3])[CH3:4])(=[O:5])[NH:6][C:7](=[O:11])[NH:12][CH2:13][c:14]1[cH:15][cH:16][cH:17][cH:18][cH:19]1. Reported procedure: To a solution of 186 mg of the above tert-butyl carbamate (0.55 mmol, 1 equiv.) in 1.6 mL anhydrous tert-butanol was added 52 uL of pyridine-3-carboxaldehyde (0.55 mmol, 1 equiv.) and 1.65 mL potassium tert-butoxide solution (1.0 M, 1.32 mmol, 3 equiv.). The mixture was heated to reflux overnight, then cooled. MeOH (5 mL) and HCl solution in dioxane (4.0 M) were added until pH˜1, the reaction was then stirred for 1.5 h at ambient temperature. The mixture was then quenched with saturated NaHCO3 a... Solvent: ClCCl (dichloromethane), O1CCOCC1 (dioxane), CO (MeOH), C(C)(C)(C)O (tert-butanol). Run at time 1.5 hour. Reactants: C=1C=CC=2C=C(C=CC2C1)N (naphthylamine), C(=O)(C(F)(F)F)O (TFA), Cl (HCl), C(N)(OC(C)(C)C)=O (tert-butyl carbamate), N1=CC(=CC=C1)C=O (pyridine-3-carboxaldehyde), CC(C)([O-])C.[K+] (potassium tert-butoxide), C(N)([O-])=O (carbamate). Product: NC1=CC=C(C2=CC=CC=C12)C=1C=CC(=C(C1)O)CC=1C=NC=CC1 (5-(4-Aminonaphthalen-1-yl)-2-pyridin-3-ylmethylphenol). Reaction SMILES: C(=O)(O[C:4]([CH3:7])([CH3:6])[CH3:5])N.[N:9]1[CH:14]=[CH:13][CH:12]=[C:11]([CH:15]=O)[CH:10]=1.[CH3:17][C:18](C)([O-:20])[CH3:19].[K+].Cl.[CH:24]1[CH:25]=[CH:26][C:27]2[CH:28]=[C:29]([NH2:34])[CH:30]=CC=2C=1.C(=O)([O-])N.[C:39](O)([C:41](F)(F)F)=O>C(O)(C)(C)C.O1CCOCC1.ClCCl.CO>[NH2:34][C:29]1[C:28]2[C:6](=[CH:24][CH:25]=[CH:26][CH:27]=2)[C:4]([C:5]2[CH:39]=[CH:41][C:17]([CH2:15][C:11]3[CH:10]=[N:9][CH:14]=[CH:13][CH:12]=3)=[C:18]([OH:20])[CH:19]=2)=[CH:7][CH:30]=1 |f:2.3|. The reactants are CCCCCCCCCCCCCCS(N)(=O)=O, CC(C)c1cccc(C(C)C)c1N=C=O, [H-], [Na+], CN(C)C=O. Yields the product CCCCCCCCCCCCCCS(=O)(=O)NC(=O)Nc1c(C(C)C)cccc1C(C)C. RXN SMILES: [CH2:1]([CH2:2][CH2:3][CH2:4][CH2:5][CH2:6][CH2:7][CH2:8][CH2:9][CH2:10][CH2:11][CH2:12][CH2:13][CH3:14])[S:15](=[O:16])(=[O:17])[NH2:18].[CH:21]([CH3:22])([CH3:23])[c:24]1[c:25]([N:33]=[C:34]=[O:35])[c:26]([CH:30]([CH3:31])[CH3:32])[cH:27][cH:28][cH:29]1.[H-:20].[Na+:19].[O:36]=[CH:37][N:38]([CH3:39])[CH3:40]>>[CH2:1]([CH2:2][CH2:3][CH2:4][CH2:5][CH2:6][CH2:7][CH2:8][CH2:9][CH2:10][CH2:11][CH2:12][CH2:13][CH3:14])[S:15](=[O:16])(=[O:17])[NH:18][C:34]([NH:33][c:25]1[c:24]([CH:21]([CH3:22])[CH3:23])[cH:29][cH:28][cH:27][c:26]1[CH:30]([CH3:31])[CH3:32])=[O:35]. The reactants are CC1=NOC(=C1NC(=O)O[C@@H](C)C1=CC=CC=C1)C1=CC=C(C=C1)C1=CC=C(C=C1)C1(CC1)C(=O)O (1-{4′-[3-Methyl-4-((S)-1-phenyl-ethoxycarbonylamino)-isoxazol-5-yl]-biphenyl-4-yl}-cyclopropanecarboxylic acid), CC=1C=CC(=CC1)S(=O)(=O)N (p-toluenesulfonamide). Product: CC1=CC=C(C=C1)S(=O)(=O)NC(=O)C1(CC1)C1=CC=C(C=C1)C1=CC=C(C=C1)C1=C(C(=NO1)C)NC(=O)NS(=O)(=O)C1=CC=C(C=C1)C (4-Methyl-N-(1-{4′-[3-methyl-4-(3-p-toluenesulfonyl-ureido)-isoxazol-5-yl]-biphenyl-4-yl}-cyclopropanecarbonyl)-benzenesulfonamide). Reaction SMILES: [CH3:1][C:2]1[C:6]([NH:7][C:8](O[C@H](C2C=CC=CC=2)C)=[O:9])=[C:5]([C:19]2[CH:24]=[CH:23][C:22]([C:25]3[CH:30]=[CH:29][C:28]([C:31]4([C:34](O)=[O:35])[CH2:33][CH2:32]4)=[CH:27][CH:26]=3)=[CH:21][CH:20]=2)[O:4][N:3]=1.[CH3:37][C:38]1[CH:39]=[CH:40][C:41]([S:44]([NH2:47])(=[O:46])=[O:45])=[CH:42][CH:43]=1>>[CH3:37][C:38]1[CH:39]=[CH:40][C:41]([S:44]([NH:47][C:34]([C:31]2([C:28]3[CH:29]=[CH:30][C:25]([C:22]4[CH:23]=[CH:24][C:19]([C:5]5[O:4][N:3]=[C:2]([CH3:1])[C:6]=5[NH:7][C:8]([NH:47][S:44]([C:41]5[CH:42]=[CH:43][C:38]([CH3:37])=[CH:39][CH:40]=5)(=[O:45])=[O:46])=[O:9])=[CH:20][CH:21]=4)=[CH:26][CH:27]=3)[CH2:32][CH2:33]2)=[O:35])(=[O:46])=[O:45])=[CH:42][CH:43]=1. Procedure details: Prepared according to the procedure described in Example 315 using 1-{4′-[3-Methyl-4-((S)-1-phenyl-ethoxycarbonylamino)-isoxazol-5-yl]-biphenyl-4-yl}-cyclopropanecarboxylic acid and p-toluenesulfonamide. Product: CCOC(=O)c1cn2c3c(c(C4(NC(=O)OCc5ccccc5)CC4)c(F)cc3c1=O)N(C)CC2C. Starting materials: O=C([O-])[O-], CCOC(=O)c1cn(C(C)CNC)c2c(F)c(C3(NC(=O)OCc4ccccc4)CC3)c(F)cc2c1=O, CCOC(C)=O, CN(C)C=O, Cl, [K+], [K+], O. As a reaction SMILES: [C:38](=[O:39])([O-:40])[O-:41].[CH2:1]([c:2]1[cH:3][cH:4][cH:5][cH:6][cH:7]1)[O:8][C:9](=[O:10])[NH:11][C:12]1([c:15]2[c:16]([F:37])[cH:17][c:18]3[c:19](=[O:36])[c:20]([C:31](=[O:32])[O:33][CH2:34][CH3:35])[cH:21][n:22]([CH:26]([CH2:27][NH:28][CH3:29])[CH3:30])[c:23]3[c:24]2[F:25])[CH2:13][CH2:14]1.[CH3:44][CH2:45][O:46][C:47](=[O:48])[CH3:49].[CH3:51][N:52]([CH3:53])[CH:54]=[O:55].[ClH:50].[K+:42].[K+:43].[OH2:56]>>[CH2:1]([c:2]1[cH:3][cH:4][cH:5][cH:6][cH:7]1)[O:8][C:9](=[O:10])[NH:11][C:12]1([c:15]2[c:16]([F:37])[cH:17][c:18]3[c:19](=[O:36])[c:20]([C:31](=[O:32])[O:33][CH2:34][CH3:35])[cH:21][n:22]4[c:23]3[c:24]2[N:28]([CH3:29])[CH2:27][CH:26]4[CH3:30])[CH2:13][CH2:14]1. Reactants: N1=CC=CC=C1 (pyridine), O(C1=CC=CC=C1)C1=CC=C(C=C1)B(O)O (4-phenoxyphenylboronic acid), N1N=C(C=C1)C(=O)OCC (ethyl 3-pyrazolecarboxylate). The reagents and catalysts are C(C)(=O)[O-].[Cu+2].C(C)(=O)[O-] (copper(II)acetate). Run in C1CCOC1 (THF). Conditions: temperature 200 celsius, time 2 day. The product is C(C)OC(=O)C1=CC=NN1C1=CC=C(C=C1)OC1=CC=CC=C1 (5-ethoxycarbonyl-1-(4-phenoxyphenyl)-1H-pyrazole), C(C)OC(=O)C1=NN(C=C1)C1=CC=C(C=C1)OC1=CC=CC=C1 (3-ethoxycarbonyl-1-(4-phenoxyphenyl)-1H-pyrazole). Yield: 10.3%. As a reaction SMILES: [O:1]([C:8]1[CH:13]=[CH:12][C:11](B(O)O)=[CH:10][CH:9]=1)[C:2]1[CH:7]=[CH:6][CH:5]=[CH:4][CH:3]=1.[NH:17]1[CH:21]=[CH:20][C:19]([C:22]([O:24][CH2:25][CH3:26])=[O:23])=[N:18]1.N1C=CC=CC=1>C1COCC1.C([O-])(=O)C.[Cu+2].C([O-])(=O)C>[CH2:25]([O:24][C:22]([C:19]1[N:18]([C:11]2[CH:12]=[CH:13][C:8]([O:1][C:2]3[CH:7]=[CH:6][CH:5]=[CH:4][CH:3]=3)=[CH:9][CH:10]=2)[N:17]=[CH:21][CH:20]=1)=[O:23])[CH3:26].[CH2:25]([O:24][C:22]([C:19]1[CH:20]=[CH:21][N:17]([C:11]2[CH:12]=[CH:13][C:8]([O:1][C:2]3[CH:7]=[CH:6][CH:5]=[CH:4][CH:3]=3)=[CH:9][CH:10]=2)[N:18]=1)=[O:23])[CH3:26] |f:4.5.6|. Reported procedure: To a suspension of 4-phenoxyphenylboronic acid (1.70 g, 7.85 mmol), ethyl 3-pyrazolecarboxylate (0.55 g, 3.92 mmol), copper(II)acetate (1.1 g, 5.89 mmol) and 4 Å molecular sieves (powdered and heated at 200° C. for 2 h prior to use) in 30 mL of anhydrous THF was added 0.6 mL of pyridine. The reaction was stirred open to air at room temperature for 2 days and then filtered and the filtrate was concentrated to dryness. The crude product was purified by flash chromatography, eluting with 15% EtOAc/... Starting materials: C(C)(C)(C)OC(=O)N[C@H](C(C(=O)N1CCOCC1)O)CC1CCCCC1 (4-[(2RS, 3S)-3-(tertbutoxycarbonyl)amino-4-cyclohexyl-2-hydroxybutyryl]morpholine), Cl (hydrochloric acid). Solvent: CO (methyl alcohol). Product: Cl.N[C@H](C(C(=O)N1CCOCC1)O)CC1CCCCC1 (4-[(2RS, 3S)-3-amino-4-cyclohexyl-2-hydroxybutyryl]morpholine hydrochloride). RXN SMILES: C(OC([NH:8][C@@H:9]([CH2:20][CH:21]1[CH2:26][CH2:25][CH2:24][CH2:23][CH2:22]1)[CH:10]([OH:19])[C:11]([N:13]1[CH2:18][CH2:17][O:16][CH2:15][CH2:14]1)=[O:12])=O)(C)(C)C.[ClH:27]>CO>[ClH:27].[NH2:8][C@@H:9]([CH2:20][CH:21]1[CH2:26][CH2:25][CH2:24][CH2:23][CH2:22]1)[CH:10]([OH:19])[C:11]([N:13]1[CH2:14][CH2:15][O:16][CH2:17][CH2:18]1)=[O:12] |f:3.4|. Reported procedure: To a solution of 290 mg of the amide compound in 5 ml of methyl alcohol was added 1.0 ml of a 2N-hydrochloric acid, and the mixture was heated under reflux for 3 hours. The reaction mixture was evaporated under reduced pressure to obtain 206 mg of 4-[(2RS, 3S)-3-amino-4-cyclohexyl-2-hydroxybutyryl]morpholine hydrochloride as a white powder.